Dataset: the Open Reaction Database (ORD), a public repository of structured organic reaction records. Task: describe an organic reaction: reactants, conditions, products, and yield Reactants: O=C1COC[C@@H](N1CC1=CC=CC=C1)C(=O)O ((3R)-5-oxo-4-(phenylmethyl)-3-morpholinecarboxylic acid), ON1N=NC2=C1C=CC=C2 (1-hydroxybenzotriazole), CN1CCOCC1 (4-methylmorpholine), C(C1=CC=CC=C1)N (benzyl amine), C(CCl)Cl (EDC). Solvent: C(Cl)Cl (DCM). Run at temperature 0 celsius, time 8 hour. Yields the product O=C1COC[C@@H](N1CC1=CC=CC=C1)C(=O)NCC1=CC=CC=C1 ((3R)-5-oxo-N,4-bis(phenylmethyl)-3-morpholinecarboxamide). Yield: 101.0%. As a reaction SMILES: [O:1]=[C:2]1[N:7]([CH2:8][C:9]2[CH:14]=[CH:13][CH:12]=[CH:11][CH:10]=2)[C@@H:6]([C:15]([OH:17])=O)[CH2:5][O:4][CH2:3]1.ON1C2C=CC=CC=2N=N1.CN1CCOCC1.[CH2:35]([NH2:42])[C:36]1[CH:41]=[CH:40][CH:39]=[CH:38][CH:37]=1.C(Cl)CCl>C(Cl)Cl>[O:1]=[C:2]1[N:7]([CH2:8][C:9]2[CH:10]=[CH:11][CH:12]=[CH:13][CH:14]=2)[C@@H:6]([C:15]([NH:42][CH2:35][C:36]2[CH:41]=[CH:40][CH:39]=[CH:38][CH:37]=2)=[O:17])[CH2:5][O:4][CH2:3]1. Procedure: A mixture of (3R)-5-oxo-4-(phenylmethyl)-3-morpholinecarboxylic acid (69.67 g, 296.2 mmol) and 1-hydroxybenzotriazole (48.01 g, 355.4 mmol) in DCM (990 mL) was cooled to 0° C. To the mixture was added 4-methylmorpholine (163 mL, 1483 mmol), benzyl amine (35.6 mL, 325.9 mmol), and EDC (62.46 g, 325.8 mmol). The yellow solution was stirred overnight at room temperature, and was then washed with water (500 mL), 6 N aqueous HCl (300 mL), and water (200 mL). The organic phase was dried over anhydrous... Starting materials: C1(CC1)N (cyclopropylamine), C(C)(=O)O (acetic acid), [BH-](OC(=O)C)(OC(=O)C)OC(=O)C.[Na+] (NaBH(OAc)3), C(=O)(O)[O-].[Na+] (NaHCO3), amines, CC#N (CH3CN). Reaction conditions: temperature 25 celsius, time 12 hour. The product is C1[C@H]([C@@H]1N)C2=CC=CC=C2 (trans amine). RXN SMILES: [CH:1]1([NH2:4])[CH2:3][CH2:2]1.[C:5](O)(=O)[CH3:6].[BH-](O[C:19]([CH3:21])=O)(OC(C)=O)OC(C)=O.[Na+].C([O-])(O)=O.[Na+].[CH3:28][C:29]#N>>[CH2:3]1[C@@H:1]([NH2:4])[C@@H:2]1[C:6]1[CH:5]=[CH:21][CH:19]=[CH:29][CH:28]=1 |f:2.3,4.5|. Procedure: A solution of product obtained above (20 g, 89.7 mmol, 1.0 equiv.) in CH3CN (200 mL) was treated at 0° C. with cyclopropylamine (10.24 g, 179.4 mmol, 2.0 equiv), acetic acid (2 mL) and NaBH(OAc)3 (38 g, 179.4 mmol, 2.0 equiv) successively. After being stirred at 25° C. for 12 h, the reaction mixture was carefully diluted (sat.NaHCO3) and extracted (10% MeOH/CH2Cl2). The organics were washed (brine), dried (Na2SO4) and concentrated under reduced pressure to give the crude mixture of cis and trans... Starting materials: [N+](=O)([O-])C=1C=C(C=CC1OCC1CCNCC1)S(=O)(=O)N (3-nitro-4-(piperidin-4-ylmethoxy)benzenesulfonamide), C1(CCC1)=O (cyclobutanone), C(#N)[BH3-].[Na+] (sodium cyanoborohydride). Solvent: CO (methanol). Run at time 8 hour. The product is [N+](=O)([O-])C=1C=C(C=CC1OCC1CCN(CC1)C1COC1)S(=O)(=O)N (3-nitro-4-((1-(oxetan-3-yl)piperidin-4-yl)methoxy)benzenesulfonamide). As a reaction SMILES: [N+:1]([C:4]1[CH:5]=[C:6]([S:18]([NH2:21])(=[O:20])=[O:19])[CH:7]=[CH:8][C:9]=1[O:10][CH2:11][CH:12]1[CH2:17][CH2:16][NH:15][CH2:14][CH2:13]1)([O-:3])=[O:2].[C:22]1(=[O:26])[CH2:25][CH2:24]C1.C([BH3-])#N.[Na+]>CO>[N+:1]([C:4]1[CH:5]=[C:6]([S:18]([NH2:21])(=[O:19])=[O:20])[CH:7]=[CH:8][C:9]=1[O:10][CH2:11][CH:12]1[CH2:13][CH2:14][N:15]([CH:25]2[CH2:22][O:26][CH2:24]2)[CH2:16][CH2:17]1)([O-:3])=[O:2] |f:2.3|. Procedure: To a suspension of 3-nitro-4-(piperidin-4-ylmethoxy)benzenesulfonamide (0.100 g) and cyclobutanone (0.030 g) in methanol (1 mL) was added sodium cyanoborohydride (0.027 g). After stirring overnight, the reaction was quenched with saturated NaHCO3 (5 mL) and extracted into dichloromethane (2×10 mL). The organic layer was dried over magnesium sulfate, filtered, and concentrated to give the title compound. Reactants: CCc1cnc(N2CCN(C(=O)c3ccc(N4C(=O)OCC4CO)cc3C)CC2)c(C)c1, CI. The product is CCc1cnc(N2CCN(C(=O)c3ccc(N4C(=O)OCC4COC)cc3C)CC2)c(C)c1. As a reaction SMILES: [CH2:1]([CH3:2])[c:3]1[cH:4][c:5]([CH3:32])[c:6]([N:9]2[CH2:10][CH2:11][N:12]([C:15](=[O:16])[c:17]3[c:18]([CH3:31])[cH:19][c:20]([N:23]4[C:24](=[O:30])[O:25][CH2:26][CH:27]4[CH2:28][OH:29])[cH:21][cH:22]3)[CH2:13][CH2:14]2)[n:7][cH:8]1.[CH3:33][I:34]>>[CH2:1]([CH3:2])[c:3]1[cH:4][c:5]([CH3:32])[c:6]([N:9]2[CH2:10][CH2:11][N:12]([C:15](=[O:16])[c:17]3[c:18]([CH3:31])[cH:19][c:20]([N:23]4[C:24](=[O:30])[O:25][CH2:26][CH:27]4[CH2:28][O:29][CH3:33])[cH:21][cH:22]3)[CH2:13][CH2:14]2)[n:7][cH:8]1. Reactants: [H-].[Na+] (Sodium hydride), oil, ClC=1N=CC2=C(N(CC(C(N2)=O)(C)C)[C@H]2CC(CC2)(F)F)N1 ((R)-2-chloro-9-(3,3-difluorocyclopentyl)-7,7-dimethyl-8,9-dihydro-5H-pyrimido[4,5-b][1,4]diazepin-6(7H)-one), CI (methyl iodide). The solvent is CC(=O)N(C)C (dimethylacetamide). Run at time 25 minute. Yields the product ClC=1N=CC2=C(N(CC(C(N2C)=O)(C)C)[C@H]2CC(CC2)(F)F)N1 ((R)-2-chloro-9-(3,3-difluorocyclopentyl)-5,7,7-trimethyl-8,9-dihydro-5H-pyrimido[4,5-b][1,4]diazepin-6(7H)-one), solid. Yield: 98.0%. As a reaction SMILES: [H-].[Na+].[Cl:3][C:4]1[N:5]=[CH:6][C:7]2[NH:13][C:12](=[O:14])[C:11]([CH3:16])([CH3:15])[CH2:10][N:9]([C@@H:17]3[CH2:21][CH2:20][C:19]([F:23])([F:22])[CH2:18]3)[C:8]=2[N:24]=1.[CH3:25]I>CC(N(C)C)=O>[Cl:3][C:4]1[N:5]=[CH:6][C:7]2[N:13]([CH3:25])[C:12](=[O:14])[C:11]([CH3:16])([CH3:15])[CH2:10][N:9]([C@@H:17]3[CH2:21][CH2:20][C:19]([F:23])([F:22])[CH2:18]3)[C:8]=2[N:24]=1 |f:0.1|. Procedure: 60% Sodium hydride in mineral oil (0.210 g, 5.24 mmol) was added to a mixture of (R)-2-chloro-9-(3,3-difluorocyclopentyl)-7,7-dimethyl-8,9-dihydro-5H-pyrimido[4,5-b][1,4]diazepin-6(7H)-one (1.65 g, 4.99 mmol) and methyl iodide (0.34 ml, 5.49 mmol) in dimethylacetamide (18 mL). The reaction mixture was stirred at room temperature for 25 minutes. Ice was added to the reaction mixture and the resultant precipitate collected and rinsed with water. The solid was dried in a pistol in vacuo for 3 hours...